This data is from the Open Reaction Database (ORD), a public repository of structured organic reaction records. The task is: describe an organic reaction: reactants, conditions, products, and yield The reactants are C(C)(C)(C)OC(=O)C(CC)(O)N (t-butoxycarbonyl-aminopropanol), C=1C=CC(=CC1)C=2C=CC(=CC2)C(=O)CCC(=O)O (fenbufen), ClCCl (dichloromethane), CCN=C=NCCCN(C)C.Cl (WSCI.HCl). Reagents/catalysts: CN(C)C=1C=CN=CC1 (DMAP). The solvent is CN(C)C=O.ClCCl (DMF dichloromethane), C(C)(=O)OCC (Ethyl acetate). Reaction conditions: time 8 hour. Product: C(=O)(OC(C)(C)C)C(CC)(O)N.C=1C=CC(=CC1)C=2C=CC(=CC2)C(=O)CCC(=O)O (Boc-aminopropanol fenbufen). The yield is 79.9%. As a reaction SMILES: [C:1]([O:5][C:6]([C:8]([NH2:12])([OH:11])[CH2:9][CH3:10])=[O:7])([CH3:4])([CH3:3])[CH3:2].[CH:13]1[CH:14]=[CH:15][C:16]([C:19]2[CH:20]=[CH:21][C:22]([C:25]([CH2:27][CH2:28][C:29]([OH:31])=[O:30])=[O:26])=[CH:23][CH:24]=2)=[CH:17][CH:18]=1.ClCCl.CCN=C=NCCCN(C)C.Cl>CN(C1C=CN=CC=1)C.CN(C=O)C.ClCCl.C(OCC)(=O)C>[C:6]([C:8]([NH2:12])([OH:11])[CH2:9][CH3:10])([O:5][C:1]([CH3:2])([CH3:4])[CH3:3])=[O:7].[CH:13]1[CH:18]=[CH:17][C:16]([C:19]2[CH:20]=[CH:21][C:22]([C:25]([CH2:27][CH2:28][C:29]([OH:31])=[O:30])=[O:26])=[CH:23][CH:24]=2)=[CH:15][CH:14]=1 |f:3.4,6.7,9.10|. Reported procedure: Boc-aminopropanol (2.18 mmol), fenbufen (2.18 mmol) (manufactured by ICN Biochemicals Inc.) and DMAP (0.44 mmol) were dissolved in DMF-dichloromethane (5:3, 8 ml), and dichloromethane solution (5 ml) of WSCI.HCl (2.48 mmol) was added thereto under ice-cooling. After gradually returning the reaction temperature to room temperature, the mixture was stirred overnight. Ethyl acetate was added thereto, followed by separation by washing with 5% aqueous citric acid solution, 5% aqueous sodium hydrogen ... Reactants: [Li+].C[Si](C)(C)[N-][Si](C)(C)C (LiHMDS), BrC=1C(=C(SC1)C1=C(N=C2N1N=C(C=C2C(CC)CC)C)C)C (3-(4-bromo-3-methyl-thiophen-2-yl)-8-(1-ethyl-propyl)-2,6-dimethyl-imidazo[1,2-b]pyridazine), N1CCOCC1 (morpholine), C1(CCCCC1)P(C1=C(C=CC=C1)C1=CC=CC=C1)C1CCCCC1.CN(C)C1=C(C=CC=C1)C1=CC=CC=C1 (2-dicyclohexylphosphino-biphenyl 2′-(N,N-dimethyl-amino)biphenyl). The reagents and catalysts are C=1C=CC(=CC1)/C=C/C(=O)/C=C/C2=CC=CC=C2.C=1C=CC(=CC1)/C=C/C(=O)/C=C/C2=CC=CC=C2.C=1C=CC(=CC1)/C=C/C(=O)/C=C/C2=CC=CC=C2.[Pd].[Pd] (Pd2(dba)3). Solvent: CCOC(=O)C (EtOAc). Conditions: temperature 65 celsius. Product: C(C)C(CC)C=1C=2N(N=C(C1)C)C(=C(N2)C)C=2SC=C(C2C)N2CCOCC2 (8-(1-ethyl-propyl)-2,6-dimethyl-3-(3-methyl-4-morpholin-4-yl-thiophen-2-yl)-imidazo[1,2-b]pyridazine). Yield: 15.8%. As a reaction SMILES: Br[C:2]1[C:3]([CH3:23])=[C:4]([C:7]2[N:11]3[N:12]=[C:13]([CH3:21])[CH:14]=[C:15]([CH:16]([CH2:19][CH3:20])[CH2:17][CH3:18])[C:10]3=[N:9][C:8]=2[CH3:22])[S:5][CH:6]=1.[NH:24]1[CH2:29][CH2:28][O:27][CH2:26][CH2:25]1.C1(P(C2CCCCC2)C2C=CC=CC=2C2C=CC=CC=2)CCCCC1.CN(C1C=CC=CC=1C1C=CC=CC=1)C.[Li+].C[Si]([N-][Si](C)(C)C)(C)C>CCOC(C)=O.C1C=CC(/C=C/C(/C=C/C2C=CC=CC=2)=O)=CC=1.C1C=CC(/C=C/C(/C=C/C2C=CC=CC=2)=O)=CC=1.C1C=CC(/C=C/C(/C=C/C2C=CC=CC=2)=O)=CC=1.[Pd].[Pd]>[CH2:17]([CH:16]([C:15]1[C:10]2[N:11]([C:7]([C:4]3[S:5][CH:6]=[C:2]([N:24]4[CH2:29][CH2:28][O:27][CH2:26][CH2:25]4)[C:3]=3[CH3:23])=[C:8]([CH3:22])[N:9]=2)[N:12]=[C:13]([CH3:21])[CH:14]=1)[CH2:19][CH3:20])[CH3:18] |f:2.3,4.5,7.8.9.10.11|. Procedure: To a flask containing 3-(4-bromo-3-methyl-thiophen-2-yl)-8-(1-ethyl-propyl)-2,6-dimethyl-imidazo[1,2-b]pyridazine (0.30 g, 0.76 mmol), morpholine (0.10 mL, 1.15 mmol), Pd2(dba)3 (0.035 g, 0.038 mmol), and 2-dicyclohexylphosphino-biphenyl-2′-(N,N-dimethyl-amino)biphenyl (0.018 g, 0.046 mmol) is added 1 M LiHMDS (1.9 mL, 1.91 mmol). The solution is heated at 65° C. overnight, diluted with EtOAc (30 mL), washed with water (20 mL), brine (20 mL), dried over MgSO4, filtered and concentrated. The resi... Starting materials: O=C1CC(C(=O)N2C(=O)OCC2Cc2ccccc2)C(c2ccc(Cl)cc2)C1, [Li+], C1CCOC1, [OH-], O, OO. Product: O=C1CC(C(=O)O)C(c2ccc(Cl)cc2)C1. Reaction SMILES: [CH2:1]([CH:2]1[CH2:3][O:4][C:5](=[O:6])[N:7]1[C:14](=[O:15])[CH:16]1[CH:17]([c:22]2[cH:23][cH:24][c:25]([Cl:28])[cH:26][cH:27]2)[CH2:18][C:19](=[O:21])[CH2:20]1)[c:8]1[cH:9][cH:10][cH:11][cH:12][cH:13]1.[Li+:30].[O:34]1[CH2:35][CH2:36][CH2:37][CH2:38]1.[OH-:31].[OH2:29].[OH:32][OH:33]>>[C:14]([OH:15])([CH:16]1[CH:17]([c:22]2[cH:23][cH:24][c:25]([Cl:28])[cH:26][cH:27]2)[CH2:18][C:19](=[O:21])[CH2:20]1)=[O:29].